This data is from the Open Reaction Database (ORD), a public repository of structured organic reaction records. The task is: describe an organic reaction: reactants, conditions, products, and yield Reactants: Brc1ccc2ccccc2c1, CC(C)(C)OC(=O)N1C2CCC1CC(=O)C2, C1CCOC1. Yields the product CC(C)(C)OC(=O)N1C2CCC1CC(O)(c1ccc3ccccc3c1)C2. RXN SMILES: [Br:1][c:2]1[cH:3][c:4]2[cH:5][cH:6][cH:7][cH:8][c:9]2[cH:10][cH:11]1.[C:12]([CH3:13])([CH3:14])([CH3:15])[O:16][C:17](=[O:18])[N:19]1[CH:20]2[CH2:21][C:22](=[O:27])[CH2:23][CH:24]1[CH2:25][CH2:26]2.[CH2:28]1[O:29][CH2:30][CH2:31][CH2:32]1>>[c:2]1([C:22]2([OH:27])[CH2:21][CH:20]3[N:19]([C:17]([O:16][C:12]([CH3:13])([CH3:14])[CH3:15])=[O:18])[CH:24]([CH2:23]2)[CH2:25][CH2:26]3)[cH:3][c:4]2[cH:5][cH:6][cH:7][cH:8][c:9]2[cH:10][cH:11]1. Starting materials: CC1(C)CC(c2ccccc2Br)Nc2ccc(C#N)cc21, O=C([O-])[O-], CS(C)=O, [Cu]I, [K+], [K+], CC(C)(N)C(=O)O. Yields the product CC(C)(Nc1ccccc1C1CC(C)(C)c2cc(C#N)ccc2N1)C(=O)O. RXN SMILES: [Br:1][c:2]1[c:3]([CH:8]2[NH:9][c:10]3[cH:11][cH:12][c:13]([C:20]#[N:21])[cH:14][c:15]3[C:16]([CH3:18])([CH3:19])[CH2:17]2)[cH:4][cH:5][cH:6][cH:7]1.[C:29](=[O:30])([O-:31])[O-:32].[CH3:35][S:36](=[O:37])[CH3:38].[Cu:39][I:40].[K+:33].[K+:34].[NH2:22][C:23]([C:24](=[O:25])[OH:26])([CH3:27])[CH3:28]>>[c:2]1([NH:22][C:23]([C:24](=[O:25])[OH:26])([CH3:27])[CH3:28])[c:3]([CH:8]2[NH:9][c:10]3[cH:11][cH:12][c:13]([C:20]#[N:21])[cH:14][c:15]3[C:16]([CH3:18])([CH3:19])[CH2:17]2)[cH:4][cH:5][cH:6][cH:7]1. Reactants: C(NN)(=O)OCC (ethyl carbazate), O=C1N(C(C2=CC=CC=C12)=O)CC=O ((1,3-dioxo-1,3-dihydro-2H-isoindol-2-yl)acetaldehyde). Solvent: C1(=CC=CC=C1)C (toluene), C1(=CC=CC=C1)C (toluene). Conditions: temperature 75 celsius, time 3 hour. Product: O=C1N(C(C2=CC=CC=C12)=O)C\C=N\NC(=O)OCC (Ethyl (2E)-2-[2-(1,3-dioxo-1,3-dihydro-2H-isoindol-2-yl)ethylidene]hydrazinecarboxylate). Reaction SMILES: [C:1]([O:5][CH2:6][CH3:7])(=[O:4])[NH:2][NH2:3].[O:8]=[C:9]1[C:17]2[C:12](=[CH:13][CH:14]=[CH:15][CH:16]=2)[C:11](=[O:18])[N:10]1[CH2:19][CH:20]=O>C1(C)C=CC=CC=1>[O:8]=[C:9]1[C:17]2[C:12](=[CH:13][CH:14]=[CH:15][CH:16]=2)[C:11](=[O:18])[N:10]1[CH2:19]/[CH:20]=[N:3]/[NH:2][C:1]([O:5][CH2:6][CH3:7])=[O:4]. Procedure: A solution of ethyl carbazate (435 mg, 4.18 mmol) in toluene (6 ml) was slowly added dropwise to a solution of (1,3-dioxo-1,3-dihydro-2H-isoindol-2-yl)acetaldehyde (719 mg, 3.80 mmol) in toluene (12 ml), and the mixture was stirred at 75° C. for 3 hours. Crystals were collected by filtration and washed with diethyl ether to give 612 mg (58.5% (2 steps)) of the desired product as a solid.